From a dataset of the Open Reaction Database (ORD), a public repository of structured organic reaction records. describe an organic reaction: reactants, conditions, products, and yield The reactants are C(#N)C1=NC=CC(=N1)C(=O)OCC (2-Cyano-4-ethoxycarbonylpyrimidine), FC1=CC=C(C=C1)C([C@H](COCOC)N)(N)C1=CC=C(C=C1)F ((2R)-1,1-bis(4-fluorophenyl)-3-methoxymethoxy-1,2-propanediamine). The reagents and catalysts are FC(S(=O)(=O)[O-])(F)F.[Sc+3].FC(S(=O)(=O)[O-])(F)F.FC(S(=O)(=O)[O-])(F)F (scandium trifluoromethanesulfonate). Solvent: C1(=CC=CC=C1)C (toluene). Reaction conditions: temperature 110 celsius, time 4 hour. Product: C(C)OC(=O)C1=NC(=NC=C1)C=1N[C@H](C(N1)(C1=CC=C(C=C1)F)C1=CC=C(C=C1)F)COCOC ((5R)-2-(4-ethoxycarbonyl-2-pyrimidyl)-4,4-bis(4-fluorophenyl)-5-[(methoxymethoxy)methyl]-2-imidazoline). The yield is 61.4%. As a reaction SMILES: [C:1]([C:3]1[N:8]=[C:7]([C:9]([O:11][CH2:12][CH3:13])=[O:10])[CH:6]=[CH:5][N:4]=1)#[N:2].[F:14][C:15]1[CH:20]=[CH:19][C:18]([C:21]([C:30]2[CH:35]=[CH:34][C:33]([F:36])=[CH:32][CH:31]=2)(N)[C@@H:22]([NH2:28])[CH2:23][O:24][CH2:25][O:26][CH3:27])=[CH:17][CH:16]=1>C1(C)C=CC=CC=1.FC(F)(F)S([O-])(=O)=O.[Sc+3].FC(F)(F)S([O-])(=O)=O.FC(F)(F)S([O-])(=O)=O>[CH2:12]([O:11][C:9]([C:7]1[CH:6]=[CH:5][N:4]=[C:3]([C:1]2[NH:28][C@@H:22]([CH2:23][O:24][CH2:25][O:26][CH3:27])[C:21]([C:30]3[CH:35]=[CH:34][C:33]([F:36])=[CH:32][CH:31]=3)([C:18]3[CH:17]=[CH:16][C:15]([F:14])=[CH:20][CH:19]=3)[N:2]=2)[N:8]=1)=[O:10])[CH3:13] |f:3.4.5.6|. Procedure details: 2-Cyano-4-ethoxycarbonylpyrimidine (207.3 mg) and scandium trifluoromethanesulfonate (48.8 mg) were added to a solution of (2R)-1,1-bis(4-fluorophenyl)-3-methoxymethoxy-1,2-propanediamine (303.5 mg) in toluene (2.0 mL), and the mixture was stirred at 110° C. for 4 hours. The reaction mixture was concentrated in vacuo, and then the residue was purified by silica gel column chromatography (C-300; hexane: ethyl acetate=1:1Δ1:2) to give (5R)-2-(4-ethoxycarbonyl-2-pyrimidyl)-4,4-bis(4-fluorophenyl)-5... Starting materials: ClC1=CC=2C3=C(N(C2C=C1)C)C(C=C(O3)C(=O)O)=O (8-chloro-4, 5-dihydro-5-methyl-4-oxopyrano[3,2-b]indole-2-carboxylic acid), C(C)OC(=O)N1C(C=CC2=CC=CC=C12)OCC (N-ethoxycarbonyl-2-ethoxy-1,2-dihydroquinoline), O.NC1=NN=NN1 (5-aminotetrazole monohydrate). Solvent: C1=CC=CC=C1 (benzene). Reaction conditions: time 45 minute. Product: ClC1=CC=2C3=C(N(C2C=C1)C)C(C=C(O3)C(=O)NC3=NN=NN3)=O (8-Chloro-4,5-dihydro-5-methyl-4-oxo-N-1H-tetrazol-5-ylpyrano[3,2-b]indole-2-carboxamide). Reaction SMILES: [Cl:1][C:2]1[CH:10]=[CH:9][C:8]2[N:7]([CH3:11])[C:6]3[C:12](=[O:19])[CH:13]=[C:14]([C:16](O)=[O:17])[O:15][C:5]=3[C:4]=2[CH:3]=1.C(OC(N1C2C(=CC=CC=2)C=CC1OCC)=O)C.O.[NH2:39][C:40]1[NH:44][N:43]=[N:42][N:41]=1>C1C=CC=CC=1>[Cl:1][C:2]1[CH:10]=[CH:9][C:8]2[N:7]([CH3:11])[C:6]3[C:12](=[O:19])[CH:13]=[C:14]([C:16]([NH:39][C:40]4[NH:44][N:43]=[N:42][N:41]=4)=[O:17])[O:15][C:5]=3[C:4]=2[CH:3]=1 |f:2.3|. Reported procedure: A mixture of 2.5 g (9.1 mmole) 8-chloro-4, 5-dihydro-5-methyl-4-oxopyrano[3,2-b]indole-2-carboxylic acid and 4.8 g (19.7 mmole) N-ethoxycarbonyl-2-ethoxy-1,2-dihydroquinoline (EEDQ) in 300 ml benzene was stirred for 45 min under nitrogen. To the reaction mixture was added 1.1 g (10.7 mmole) of 5-aminotetrazole monohydrate, and stirring was continued for a total of 88 hrs. The precipitate that had formed was filtered, stirred overnight in 50 ml of methanol, and refiltered. Two recrystallizations ... The reactants are ClC1=NC(=C2N=CN(C2=N1)[C@H]1[C@@H]([C@@H]([C@H](C1)NC(=O)C1CCC1)O)O)NCC(C1=CC=CC=C1)C1=CC=CC=C1 (cyclobutanecarboxylic acid {(1S,2R,3S,4R)-4-[2-chloro-6-(2,2-diphenyl-ethylamino)-purin-9-yl]-2,3-dihydroxy-cyclopentyl}-amide), ClC1=NC(=C2N=CN(C2=N1)[C@H]1[C@@H]([C@@H]([C@H](C1)NC(=O)C1CCC1)O)O)NCC(C1=CC=CC=C1)C1=CC=CC=C1 (cyclobutanecarboxylic acid {(1S,2R,3S,4R)-4-[2-chloro-6-(2,2-diphenyl-ethylamino)-purin-9-yl]-2,3-dihydroxy-cyclopentyl}-amide), COC(=O)Cl (methylchloroformate). Product: COC(N[C@@H]1[C@H]([C@H]([C@@H](C1)N1C2=NC(=NC(=C2N=C1)NCC(C1=CC=CC=C1)C1=CC=CC=C1)Cl)O)O)=O ({(1S,2R,3S,4R)-4-[2-Chloro-6-(2,2-diphenyl-ethylamino)-purin-9-yl]-2,3-dihydroxy-cyclopentyl}-carbamic acid methyl ester). RXN SMILES: [Cl:1][C:2]1[N:10]=[C:9]2[C:5]([N:6]=[CH:7][N:8]2[C@@H:11]2[CH2:15][C@H:14]([NH:16][C:17](C3CCC3)=[O:18])[C@@H:13]([OH:23])[C@H:12]2[OH:24])=[C:4]([NH:25][CH2:26][CH:27]([C:34]2[CH:39]=[CH:38][CH:37]=[CH:36][CH:35]=2)[C:28]2[CH:33]=[CH:32][CH:31]=[CH:30][CH:29]=2)[N:3]=1.[CH3:40][O:41]C(Cl)=O>>[CH3:40][O:41][C:17](=[O:18])[NH:16][C@H:14]1[CH2:15][C@@H:11]([N:8]2[CH:7]=[N:6][C:5]3[C:9]2=[N:10][C:2]([Cl:1])=[N:3][C:4]=3[NH:25][CH2:26][CH:27]([C:34]2[CH:39]=[CH:38][CH:37]=[CH:36][CH:35]=2)[C:28]2[CH:33]=[CH:32][CH:31]=[CH:30][CH:29]=2)[C@H:12]([OH:24])[C@@H:13]1[OH:23]. Reported procedure: This compound is prepared analogously to cyclobutanecarboxylic acid {(1S,2R,3S,4R)-4-[2-chloro-6-(2,2-diphenyl-ethylamino)-purin-9-yl]-2,3-dihydroxy-cyclopentyl}-amide (Intermediate K) by replacing cyclobutanecarboxylic acid chloride with methylchloroformate. Reactants: C1(CC1)C=1C=CC2=C(N=CS2)C1 (5-cyclopropyl-1,3-benzothiazole), IC=1C(=NC(=NC1OC)N1CCOCC1)N[C@H]1CN(CCC1)C(=O)OC(C)(C)C (tert-butyl (3R)-3-[[5-iodo-6-methoxy-2-(morpholin-4-yl)pyrimidin-4-yl]amino]piperidine-1-carboxylate), C([O-])([O-])=O.[Cs+].[Cs+] (cesium carbonate). Reagents/catalysts: C=1C=CC(=CC1)[P](C=2C=CC=CC2)(C=3C=CC=CC3)[Pd]([P](C=4C=CC=CC4)(C=5C=CC=CC5)C=6C=CC=CC6)([P](C=7C=CC=CC7)(C=8C=CC=CC8)C=9C=CC=CC9)[P](C=1C=CC=CC1)(C=1C=CC=CC1)C=1C=CC=CC1 (Pd(PPh3)4), [Cu](I)I (copper iodide). Run in CN(C)C=O (DMF). Product: C1(CC1)C=1C=CC2=C(N=C(S2)C=2C(=NC(=NC2OC)N2CCOCC2)N[C@H]2CN(CCC2)C(=O)OC(C)(C)C)C1 (Tert-butyl (3R)-3-[[5-(5-cyclopropyl-1,3-benzothiazol-2-yl)-6-methoxy-2-(morpholin-4-yl)pyrimidin-4-yl]amino]piperidine-1-carboxylate). RXN SMILES: [CH:1]1([C:4]2[CH:5]=[CH:6][C:7]3[S:11][CH:10]=[N:9][C:8]=3[CH:12]=2)[CH2:3][CH2:2]1.I[C:14]1[C:15]([NH:28][C@@H:29]2[CH2:34][CH2:33][CH2:32][N:31]([C:35]([O:37][C:38]([CH3:41])([CH3:40])[CH3:39])=[O:36])[CH2:30]2)=[N:16][C:17]([N:22]2[CH2:27][CH2:26][O:25][CH2:24][CH2:23]2)=[N:18][C:19]=1[O:20][CH3:21].C(=O)([O-])[O-].[Cs+].[Cs+]>CN(C=O)C.C1C=CC([P]([Pd]([P](C2C=CC=CC=2)(C2C=CC=CC=2)C2C=CC=CC=2)([P](C2C=CC=CC=2)(C2C=CC=CC=2)C2C=CC=CC=2)[P](C2C=CC=CC=2)(C2C=CC=CC=2)C2C=CC=CC=2)(C2C=CC=CC=2)C2C=CC=CC=2)=CC=1.[Cu](I)I>[CH:1]1([C:4]2[CH:5]=[CH:6][C:7]3[S:11][C:10]([C:14]4[C:15]([NH:28][C@@H:29]5[CH2:34][CH2:33][CH2:32][N:31]([C:35]([O:37][C:38]([CH3:41])([CH3:40])[CH3:39])=[O:36])[CH2:30]5)=[N:16][C:17]([N:22]5[CH2:23][CH2:24][O:25][CH2:26][CH2:27]5)=[N:18][C:19]=4[O:20][CH3:21])=[N:9][C:8]=3[CH:12]=2)[CH2:3][CH2:2]1 |f:2.3.4,^1:56,58,77,96|. Procedure details: Following the same procedure as in step 3 of Example 337 using 5-cyclopropyl-1,3-benzothiazole (61.4 mg, 0.35 mmol, 1.80 equiv), tert-butyl (3R)-3-[[5-iodo-6-methoxy-2-(morpholin-4-yl)pyrimidin-4-yl]amino]piperidine-1-carboxylate (100 mg, 0.19 mmol, 1.00 equiv), cesium carbonate (0.37 g, 6.00 equiv, 1.14 mmol), Pd(PPh3)4 (40.4 mg, 0.035 mmol, 0.18 equiv) and copper iodide (6.7 mg, 0.035 mmol, 0.18 equiv) in DMF (6.0 mL). The crude product was purified by flash chromatography on silica gel, eluti...